Dataset: the Open Reaction Database (ORD), a public repository of structured organic reaction records. Task: describe an organic reaction: reactants, conditions, products, and yield Reactants: C1CCOC1, CO, [Li+], [OH-], O, COC(=O)c1ccccc1-c1ccc2c(c1)CCC(CNCC(O)c1cccnc1)O2. The product is O=C(O)c1ccccc1-c1ccc2c(c1)CCC(CNCC(O)c1cccnc1)O2. As a reaction SMILES: [CH2:34]1[O:35][CH2:36][CH2:37][CH2:38]1.[CH3:39][OH:40].[Li+:33].[OH-:32].[OH2:41].[OH:1][CH:2]([CH2:3][NH:4][CH2:5][CH:6]1[O:7][c:8]2[cH:9][cH:10][c:11](-[c:16]3[c:17]([C:18](=[O:19])[O:20][CH3:21])[cH:22][cH:23][cH:24][cH:25]3)[cH:12][c:13]2[CH2:14][CH2:15]1)[c:26]1[cH:27][n:28][cH:29][cH:30][cH:31]1>>[OH:1][CH:2]([CH2:3][NH:4][CH2:5][CH:6]1[O:7][c:8]2[cH:9][cH:10][c:11](-[c:16]3[c:17]([C:18](=[O:19])[OH:20])[cH:22][cH:23][cH:24][cH:25]3)[cH:12][c:13]2[CH2:14][CH2:15]1)[c:26]1[cH:27][n:28][cH:29][cH:30][cH:31]1.